This data is from the Open Reaction Database (ORD), a public repository of structured organic reaction records. The task is: describe an organic reaction: reactants, conditions, products, and yield Reactants: CCNc1ncccc1C(=O)Nc1c(C(F)(F)F)cc(C)nc1Cl, [H-], [Na+], c1ccncc1. Product: CCN1c2ncccc2C(=O)Nc2c(C(F)(F)F)cc(C)nc21. Reaction SMILES: [Cl:1][c:2]1[n:3][c:4]([CH3:24])[cH:5][c:6]([C:20]([F:21])([F:22])[F:23])[c:7]1[NH:8][C:9](=[O:10])[c:11]1[c:12]([NH:17][CH2:18][CH3:19])[n:13][cH:14][cH:15][cH:16]1.[H-:25].[Na+:26].[cH:27]1[cH:28][cH:29][n:30][cH:31][cH:32]1>>[c:2]12[n:3][c:4]([CH3:24])[cH:5][c:6]([C:20]([F:21])([F:22])[F:23])[c:7]1[NH:8][C:9](=[O:10])[c:11]1[c:12]([n:13][cH:14][cH:15][cH:16]1)[N:17]2[CH2:18][CH3:19]. Reactants: CN(CCOC1=NOC(=C1)C1=CC=CC=C1)C (3-(2-Dimethylaminoethoxy)-5-phenylisoxazole), Cl.O1CCOCC1 (hydrochloric acid dioxane). The solvent is O1CCOCC1 (dioxane). Reaction conditions: time 15 minute. The product is Cl.CN(CCOC1=NOC(=C1)C1=CC=CC=C1)C (3-(2-Dimethylaminoethoxy)-5-phenylisoxazole hydrochloride). Yield: 98.0%. Reaction SMILES: [CH3:1][N:2]([CH3:17])[CH2:3][CH2:4][O:5][C:6]1[CH:10]=[C:9]([C:11]2[CH:16]=[CH:15][CH:14]=[CH:13][CH:12]=2)[O:8][N:7]=1.[ClH:18].O1CCOCC1>O1CCOCC1>[ClH:18].[CH3:1][N:2]([CH3:17])[CH2:3][CH2:4][O:5][C:6]1[CH:10]=[C:9]([C:11]2[CH:16]=[CH:15][CH:14]=[CH:13][CH:12]=2)[O:8][N:7]=1 |f:1.2,4.5|. Procedure details: 3-(2-Dimethylaminoethoxy)-5-phenylisoxazole (130 mg) was dissolved in dioxane (1.0 ml), and a solution of 4N hydrochloric acid/dioxane (0.2 ml) was added thereto, and the resulting mixture was allowed to stand at room temperature for 15 minutes. The solvent was evaporated under reduced pressure and the residue was washed with ethyl acetate (5 ml) to obtain the title compound (148 mg, 98%) as colorless crystals. Reactants: [BH4-].[Na+] (sodium borohydride), O=C(CCN1CCC(CC1)C=1OC2=C(C1)C=CC=C2)C (1-(3-oxobutyl)-4-(2-benzofuranyl)-piperidine). Run in O (water). The product is OC(CCN1CCC(CC1)C=1OC2=C(C1)C=CC=C2)C (1-(3-hydroxybutyl)-4-(2-benzofuranyl)-piperidine). Reaction SMILES: [BH4-].[Na+].[O:3]=[C:4]([CH3:22])[CH2:5][CH2:6][N:7]1[CH2:12][CH2:11][CH:10]([C:13]2[O:14][C:15]3[CH:21]=[CH:20][CH:19]=[CH:18][C:16]=3[CH:17]=2)[CH2:9][CH2:8]1>O>[OH:3][CH:4]([CH3:22])[CH2:5][CH2:6][N:7]1[CH2:8][CH2:9][CH:10]([C:13]2[O:14][C:15]3[CH:21]=[CH:20][CH:19]=[CH:18][C:16]=3[CH:17]=2)[CH2:11][CH2:12]1 |f:0.1|. Procedure details: A solution of 6.0 g of sodium borohydride in 25 ml of water is added dropwise, with stirring and external cooling, to a solution of 6.0 g of 1-(3-oxobutyl)-4-(2-benzofuranyl)-piperidine (cp. Example 8), the manner of addition being such that the reaction temperature does not exceed 30°. The mixture is subsequently stirred for 15 hours at room temperature. The methanol is then evaporated off in vacuo, the aqueous phase remaining being extracted twice with 250 ml of chloroform each time, the chlor... The reactants are C(C)(=O)C1=C(C(=O)O)C=CC=C1 (2-acetylbenzoic acid), [H-].[Al+3].[Li+].[H-].[H-].[H-] (lithium aluminium hydride), O (water), [OH-].[Na+] (sodium hydroxide), O (water). Solvent: O1CCCC1 (tetrahydrofuran), C(C)OCC (diethyl ether). Product: OC(C)C1=C(C=CC=C1)CO (1-(1-hydroxyethyl)-2-hydroxymethylbenzene). RXN SMILES: [H-].[Al+3].[Li+].[H-].[H-].[H-].[C:7]([C:10]1[CH:18]=[CH:17][CH:16]=[CH:15][C:11]=1[C:12](O)=[O:13])(=[O:9])[CH3:8].O.[OH-].[Na+]>C(OCC)C.O1CCCC1>[OH:9][CH:7]([C:10]1[CH:18]=[CH:17][CH:16]=[CH:15][C:11]=1[CH2:12][OH:13])[CH3:8] |f:0.1.2.3.4.5,8.9|. Procedure: To a suspension of 12 g of lithium aluminium hydride in 50 ml of dry diethyl ether was added dropwise with stirring a solution of 25 g (152.4 mM) of 2-acetylbenzoic acid in 120 ml of dry tetrahydrofuran. After heating under reflux for 6 hours, the mixture was cooled and treated carefully with 12 ml of water, 12 ml of 10% sodium hydroxide solution and 24 ml of water. The solution was filtered, the filtrate was dried over magnesium sulphate, filtered and evaporated to yield the title compound as a... Reactants: [Cu](C#N)C#N (copper cyanide), OCCOC1=C(C=C(C=C1)N=NC1=CC=C(C=C1)C#N)Br (4-(2-hydroxyethyloxy)-3-bromo-4′-cyanoazobenzene), N (ammonia). Run in CN(C)C=O (DMF). Reaction conditions: temperature 140 celsius. Yields the product OCCOC1=C(C=C(C=C1)N=NC1=CC=C(C=C1)C#N)C#N (4-(2-Hydroxyethyloxy)-3,4′-dicyanoazobenzene). RXN SMILES: [OH:1][CH2:2][CH2:3][O:4][C:5]1[CH:10]=[CH:9][C:8]([N:11]=[N:12][C:13]2[CH:18]=[CH:17][C:16]([C:19]#[N:20])=[CH:15][CH:14]=2)=[CH:7][C:6]=1Br.[Cu](C#N)[C:23]#[N:24].N>CN(C=O)C>[OH:1][CH2:2][CH2:3][O:4][C:5]1[CH:10]=[CH:9][C:8]([N:11]=[N:12][C:13]2[CH:18]=[CH:17][C:16]([C:19]#[N:20])=[CH:15][CH:14]=2)=[CH:7][C:6]=1[C:23]#[N:24]. Procedure details: 15 g (4-(2-hydroxyethyloxy)-3-bromo-4′-cyanoazobenzene are dissolved in 25 ml hot DMF. 4.3 g copper cyanide are then added and the reaction mixture is stirred at 140° C. for 5–6 hours. This solution is added to approx. 500 ml of a 13% aqueous ammonia solution and the precipitate is filtered off. The precipitate is dissolved in hot dioxane. The solution is filtered off from the undissolved residue, the dioxane is evaporated off on a rotary evaporator and the product is purified by chromatography ... Reactants: N1(CCNCC1)C1=NC=CC=C1C#N (2-(1-Piperazinyl)-3-pyridinecarbonitrile), C(C)(C)N(C(C)C)CC (N,N-diisopropylethylamine), ClCC(=O)NC1=CC(=CC=C1)[N+](=O)[O-] (N-chloroacetyl-3-nitroaniline). The solvent is C1(=CC=CC=C1)C (toluene). Run at temperature 90 celsius. Yields the product C(#N)C=1C(=NC=CC1)N1CCN(CC1)CC(=O)NC1=CC(=CC=C1)[N+](=O)[O-] (2-[4-(3-cyano-2-pyridinyl)-1-piperazinyl]-N-(3-nitrophenyl)acetamide). Isolated yield 24.6%. As a reaction SMILES: [N:1]1([C:7]2[C:12]([C:13]#[N:14])=[CH:11][CH:10]=[CH:9][N:8]=2)[CH2:6][CH2:5][NH:4][CH2:3][CH2:2]1.C(N(CC)C(C)C)(C)C.Cl[CH2:25][C:26]([NH:28][C:29]1[CH:34]=[CH:33][CH:32]=[C:31]([N+:35]([O-:37])=[O:36])[CH:30]=1)=[O:27]>C1(C)C=CC=CC=1>[C:13]([C:12]1[C:7]([N:1]2[CH2:2][CH2:3][N:4]([CH2:25][C:26]([NH:28][C:29]3[CH:34]=[CH:33][CH:32]=[C:31]([N+:35]([O-:37])=[O:36])[CH:30]=3)=[O:27])[CH2:5][CH2:6]2)=[N:8][CH:9]=[CH:10][CH:11]=1)#[N:14]. Procedure: 2-(1-Piperazinyl)-3-pyridinecarbonitrile (640 mg, 3.40 mmol) and N,N-diisopropylethylamine (1.0 mL) in toluene (15 mL) at room temperature were treated with N-chloroacetyl-3-nitroaniline (Lancaster, 610 mg, 2.84 mmol) and the reaction was heated at 90° C. for 18 hours. The mixture was allowed to cool to room temperature, transferred to a separatory funnel and washed with saturated aqueous sodium bicarbonate. The organic phase was dried (Na2SO4), filtered, and the filtrate concentrated under redu...